From a dataset of the Open Reaction Database (ORD), a public repository of structured organic reaction records. describe an organic reaction: reactants, conditions, products, and yield Starting materials: ClC1=NC(=NC(=C1CCCl)C1=CC(=CC=C1)OC)N1CCOCC1 (4-[4-chloro-5-(2-chloroethyl)-6-(3-methoxyphenyl)-pyrimidin-2-yl]-morpholine), C(C)(C)C1=CC=C(N)C=C1 (4-isopropylaniline), C(C)(C)C1=CC=C(C=C1)N1CCC2=C1N=C(N=C2C2=CC(=CC=C2)OC)N2CCOCC2 (7-(4-isopropyl-phenyl)-4-(3-methoxy-phenyl)-2-morpholin-4-yl-6,7-dihydro-5H-pyrrolo[2,3-d]pyrimidine). Yields the product C(C)(C)C1=CC=C(C=C1)N1CCC2=C1N=C(N=C2C=2C=C(C=CC2)O)N2CCOCC2 (3-[7-(4-Isopropyl-phenyl)-2-morpholin-4-yl-6,7-dihydro-5H-pyrrolo[2,3-d]pyrimidin-4-yl]-phenol). As a reaction SMILES: ClC1C(CCCl)=C(C2C=CC=C(OC)C=2)N=C(N2CCOCC2)N=1.C(C1C=CC(N)=CC=1)(C)C.[CH:35]([C:38]1[CH:43]=[CH:42][C:41]([N:44]2[C:48]3[N:49]=[C:50]([N:61]4[CH2:66][CH2:65][O:64][CH2:63][CH2:62]4)[N:51]=[C:52]([C:53]4[CH:58]=[CH:57][CH:56]=[C:55]([O:59]C)[CH:54]=4)[C:47]=3[CH2:46][CH2:45]2)=[CH:40][CH:39]=1)([CH3:37])[CH3:36]>>[CH:35]([C:38]1[CH:39]=[CH:40][C:41]([N:44]2[C:48]3[N:49]=[C:50]([N:61]4[CH2:66][CH2:65][O:64][CH2:63][CH2:62]4)[N:51]=[C:52]([C:53]4[CH:54]=[C:55]([OH:59])[CH:56]=[CH:57][CH:58]=4)[C:47]=3[CH2:46][CH2:45]2)=[CH:42][CH:43]=1)([CH3:37])[CH3:36]. Procedure: In the same manner as Example 1-A-01, from 4-[4-chloro-5-(2-chloroethyl)-6-(3-methoxyphenyl)-pyrimidin-2-yl]-morpholine and 4-isopropylaniline, 7-(4-isopropyl-phenyl)-4-(3-methoxy-phenyl)-2-morpholin-4-yl-6,7-dihydro-5H-pyrrolo[2,3-d]pyrimidine was obtained, and subsequently, further in the same manner as Example 1-A-09, the desired compound was obtained. Reactants: C(C=1C(N)=CC=CC1)(=O)O (anthranilic acid), OC1CCN(CC1)C(=O)OC(C)(C)C (tert-butyl 4-hydroxytetrahydro-1(2H)-pyridinecarboxylate), C(C)OC1(CC1)O[Si](C)(C)C ([(1-ethoxycyclopropyl)oxy](trimethyl)silane), CN (methylamine), COC1=CC=C(C=O)C=C1 (4-methoxybenzaldehyde). The product is CN1C(=NC2=CC=CC=C2C1=O)C1=CC=C(C=C1)OC1CCN(CC1)C1CC1 (3-Methyl-2-[4-(1-cyclopropyl-4-piperidinyloxy)-phenyl]-4(3H)-quinazolinone). RXN SMILES: [C:1]([OH:10])(=O)[C:2]1[C:3](=[CH:5][CH:6]=[CH:7][CH:8]=1)[NH2:4].[CH3:11][NH2:12].[CH3:13][O:14][C:15]1[CH:22]=[CH:21][C:18]([CH:19]=O)=[CH:17][CH:16]=1.OC1[CH2:29][CH2:28][N:27](C(OC(C)(C)C)=O)[CH2:26][CH2:25]1.C(O[C:40]1(O[Si](C)(C)C)[CH2:42][CH2:41]1)C>>[CH3:11][N:12]1[C:1](=[O:10])[C:2]2[C:3](=[CH:5][CH:6]=[CH:7][CH:8]=2)[N:4]=[C:19]1[C:18]1[CH:21]=[CH:22][C:15]([O:14][CH:13]2[CH2:29][CH2:28][N:27]([CH:40]3[CH2:41][CH2:42]3)[CH2:26][CH2:25]2)=[CH:16][CH:17]=1. Procedure: The entitled compound was obtained according to the method of Example 85 but using anthranilic acid, methylamine, 4-methoxybenzaldehyde, tert-butyl 4-hydroxytetrahydro-1(2H)-pyridinecarboxylate, and [(1-ethoxycyclopropyl)oxy](trimethyl)silane. Starting materials: CS(C)=O, Clc1nc(N2CC3CCC(C2)O3)c2sccc2n1, Nc1ccc(O)cc1, OCCO. Yields the product Oc1ccc(Nc2nc(N3CC4CCC(C3)O4)c3sccc3n2)cc1. As a reaction SMILES: [CH3:31][S:32]([CH3:33])=[O:34].[Cl:1][c:2]1[n:3][c:4]([N:11]2[CH2:12][CH:13]3[CH2:14][CH2:15][CH:16]([CH2:17]2)[O:18]3)[c:5]2[c:6]([n:7]1)[cH:8][cH:9][s:10]2.[NH2:19][c:20]1[cH:21][cH:22][c:23]([OH:24])[cH:25][cH:26]1.[OH:27][CH2:28][CH2:29][OH:30]>>[c:2]1([NH:19][c:20]2[cH:21][cH:22][c:23]([OH:24])[cH:25][cH:26]2)[n:3][c:4]([N:11]2[CH2:12][CH:13]3[CH2:14][CH2:15][CH:16]([CH2:17]2)[O:18]3)[c:5]2[c:6]([n:7]1)[cH:8][cH:9][s:10]2. Reactants: O=C1NC2=C(C=CC=C2C1)OC1=C(C=CC=C1)N (2-oxo-7-(2-aminophenoxy)indoline), [OH-].[Na+] (sodium hydroxide), O1CCOCC1 (dioxane). Run in O (water). Product: NC1=C(C=CC=C1OC1=C(C=CC=C1)N)CC(=O)[O-].[Na+] (sodium 2-[2-amino-3-(2-aminophenoxy)phenyl]acetate). Reaction SMILES: [O:1]=[C:2]1[CH2:10][C:9]2[C:4](=[C:5]([O:11][C:12]3[CH:17]=[CH:16][CH:15]=[CH:14][C:13]=3[NH2:18])[CH:6]=[CH:7][CH:8]=2)[NH:3]1.[OH-].[Na+:20].[O:21]1CCOCC1>O>[NH2:3][C:4]1[C:5]([O:11][C:12]2[CH:17]=[CH:16][CH:15]=[CH:14][C:13]=2[NH2:18])=[CH:6][CH:7]=[CH:8][C:9]=1[CH2:10][C:2]([O-:21])=[O:1].[Na+:20] |f:1.2,5.6|. Procedure: A mixture of 2-oxo-7-(2-aminophenoxy)indoline (3.5 g.), sodium hydroxide (1.2 g.), dioxane (10 ml.) and water (50 ml.) was refluxed under heating for 48 hours with stirring. After cooling, the reaction mixture was filtered, and the filtrate was concentrated under reduced pressure. The residue was dissolved in ethanol under warming and filtered. The filtrate was concentrated under reduced pressure, and the residue was crystallized with a mixture of ethanol and ethyl acetate to give the captioned ... Reactants: [N+](=O)([O-])C1=CC=CC=2C=C(OC21)C(=O)O (7-nitrobenzofuran-2-carboxylic acid). The reagents and catalysts are [Cu]=O (copper(II) oxide). Run in N1=CC=CC2=CC=CC=C12 (quinoline), O (water). Conditions: temperature 170 celsius. Product: [N+](=O)([O-])C1=CC=CC=2C=COC21 (7-nitrobenzofuran). Isolated yield 91.8%. RXN SMILES: [N+:1]([C:4]1[C:12]2[O:11][C:10](C(O)=O)=[CH:9][C:8]=2[CH:7]=[CH:6][CH:5]=1)([O-:3])=[O:2]>N1C2C(=CC=CC=2)C=CC=1.O.[Cu]=O>[N+:1]([C:4]1[C:12]2[O:11][CH:10]=[CH:9][C:8]=2[CH:7]=[CH:6][CH:5]=1)([O-:3])=[O:2]. Procedure: A mixture of 7-nitrobenzofuran-2-carboxylic acid (3.54 g, 17.1 mmol) and copper(II) oxide (0.16 g, 2 mmol) in quinoline (30 mL) was heated at 170° C. for 1 hour. Cooling to room temperature, the mixture was diluted with water and extracted with ethyl acetate. The combined organic extracts were washed by brine, dried over anhydrous sodium sulfate, evaporated and purified by silica gel chromatography (petroleum ether/dichloromethane 2/3) to afford the product 7-nitrobenzofuran (2.56 g, yield 92%).... The reactants are C([O-])([O-])=O.[K+].[K+] (potassium carbonate), COC1=C(C=C(C(=C1)[N+](=O)[O-])Br)F (4-bromo-2-fluoro-5-nitrophenyl methyl ether), C(C)(=O)O (acetic acid), C(C)O (ethanol). The reagents and catalysts are [Fe] (iron). The solvent is O (water). The product is BrC1=C(NOC)C=CC(=C1)F (2-bromo-4-fluoro-(methyloxy)aniline). Yield: 67.0%. As a reaction SMILES: CO[C:3]1[CH:8]=[C:7]([N+:9]([O-])=[O:10])[C:6]([Br:12])=[CH:5][C:4]=1[F:13].[C:14](O)(=O)C.C(O)C.C(=O)([O-])[O-].[K+].[K+]>O.[Fe]>[Br:12][C:6]1[CH:5]=[C:4]([F:13])[CH:3]=[CH:8][C:7]=1[NH:9][O:10][CH3:14] |f:3.4.5|. Reported procedure: A mixture of 4-bromo-2-fluoro-5-nitrophenyl methyl ether (25.5 g, 102 mmol), acetic acid (250 mL), ethanol (250 mL) and iron powder (22.7 g, 408 mmol) was heated to 100 C for 4 hours. The reaction mixture was cooled to room temperature, diluted with water, neutralised by addition of potassium carbonate and filtered through Celite. The aqueous layer was extracted thrice with DCM. The combined organic layers were dried over magnesium sulfate and evaporated under vacuum to afford the title compound...